This data is from the Open Reaction Database (ORD), a public repository of structured organic reaction records. The task is: describe an organic reaction: reactants, conditions, products, and yield The reactants are C1(=CC=CC=C1)C=1OC(=C(N1)C(=O)NC1=CC=C(C=C1)N1CCN(CC1)C(=O)C1C(CCC1)C(=O)O)C(F)(F)F (rac-2-(4-{4-[(2-phenyl-5-trifluoromethyl-oxazole-4-carbonyl)-amino]-phenyl}-piperazine-1-carbonyl)-cyclopentanecarboxylic acid), C1(=CC=CC=C1)C=1OC(=C(N1)C(=O)NC1=CC=C(C=C1)N1CCN(CC1)C(=O)C1CC(CCC1)C(=O)O)C(F)(F)F (racemic 3-(4-{4-[(2-phenyl-5-trifluoromethyl-oxazole-4-carbonyl)-amino]-phenyl}-piperazine-1-carbonyl)-cyclohexanecarboxylic acid), COC(=O)C1CC(CCC1)C(=O)N1CCN(CC1)C1=CC=C(C=C1)NC(=O)C=1N=C(OC1C(F)(F)F)C1=CC=CC=C1 (3-(4-{4-[(2-phenyl-5-trifluoromethyl-oxazole-4-carbonyl)-amino]-phenyl}-piperazine-1-carbonyl)-cyclohexanecarboxylic acid methyl ester), [OH-].[Li+] (lithium hydroxide). The product is C1(=CC=CC=C1)C=1OC(=C(N1)C(=O)NC1=CC=C(C=C1)N1CCN(CC1)C(=O)[C@H]1C[C@H](CCC1)C(=O)O)C(F)(F)F ((1S,3R)-3-(4-{4-[(2-phenyl-5-trifluoromethyl-oxazole-4-carbonyl)-amino]-phenyl}-piperazine-1-carbonyl)-cyclohexanecarboxylic acid). As a reaction SMILES: C1(C2OC(C(F)(F)F)=C(C(NC3C=CC(N4CCN(C(C5CCCC5C(O)=O)=O)CC4)=CC=3)=O)N=2)C=CC=CC=1.[C:41]1([C:47]2[O:48][C:49]([C:78]([F:81])([F:80])[F:79])=[C:50]([C:52]([NH:54][C:55]3[CH:60]=[CH:59][C:58]([N:61]4[CH2:66][CH2:65][N:64]([C:67]([CH:69]5[CH2:74][CH2:73][CH2:72][CH:71]([C:75]([OH:77])=[O:76])[CH2:70]5)=[O:68])[CH2:63][CH2:62]4)=[CH:57][CH:56]=3)=[O:53])[N:51]=2)[CH:46]=[CH:45][CH:44]=[CH:43][CH:42]=1.COC(C1CCCC(C(N2CCN(C3C=CC(NC(C4N=C(C5C=CC=CC=5)OC=4C(F)(F)F)=O)=CC=3)CC2)=O)C1)=O.[OH-].[Li+]>>[C:41]1([C:47]2[O:48][C:49]([C:78]([F:79])([F:80])[F:81])=[C:50]([C:52]([NH:54][C:55]3[CH:60]=[CH:59][C:58]([N:61]4[CH2:66][CH2:65][N:64]([C:67]([C@@H:69]5[CH2:74][CH2:73][CH2:72][C@H:71]([C:75]([OH:77])=[O:76])[CH2:70]5)=[O:68])[CH2:63][CH2:62]4)=[CH:57][CH:56]=3)=[O:53])[N:51]=2)[CH:46]=[CH:45][CH:44]=[CH:43][CH:42]=1 |f:3.4|. Procedure details: With a method similar to that used for the preparation of rac-2-(4-{4-[(2-phenyl-5-trifluoromethyl-oxazole-4-carbonyl)-amino]-phenyl}-piperazine-1-carbonyl)-cyclopentanecarboxylic acid above, racemic 3-(4-{4-[(2-phenyl-5-trifluoromethyl-oxazole-4-carbonyl)-amino]-phenyl}-piperazine-1-carbonyl)-cyclohexanecarboxylic acid was prepared from 3-(4-{4-[(2-phenyl-5-trifluoromethyl-oxazole-4-carbonyl)-amino]-phenyl}-piperazine-1-carbonyl)-cyclohexanecarboxylic acid methyl ester and lithium hydroxide. Th... The reactants are [H-].[Al+3].[Li+].[H-].[H-].[H-] (lithium aluminum hydride), [I-].[Li+] (lithium iodide), [OH-].[Na+] (sodium hydroxide), C(C)(C)(C)OC1C=CC(C1)=O (4-tert-butoxy-cyclopent-2-enone). The solvent is C1(=CC=CC=C1)C (toluene), COC(C)(C)C (tert-butyl methyl ether). Run at time 2 hour. The product is C(C)(C)(C)O[C@H]1C=C[C@H](C1)O (cis-4-tert-butyloxy-cyclopent-2-enol). Isolated yield 42.0%. As a reaction SMILES: [H-].[Al+3].[Li+].[H-].[H-].[H-].[I-].[Li+].[C:9]([O:13][CH:14]1[CH2:18][C:17](=[O:19])[CH:16]=[CH:15]1)([CH3:12])([CH3:11])[CH3:10].[OH-].[Na+]>C1(C)C=CC=CC=1.COC(C)(C)C>[C:9]([O:13][C@@H:14]1[CH2:18][C@H:17]([OH:19])[CH:16]=[CH:15]1)([CH3:12])([CH3:10])[CH3:11] |f:0.1.2.3.4.5,6.7,9.10|. Procedure: A slurry of lithium aluminum hydride (55 mg, 1.44 mmol), lithium iodide (1.65 g, 5.76 mmol), tert-butyl methyl ether (2 mL) and toluene (3 mL) is cooled to -15° C. The slurry is treated dropwise with 4-tert-butoxy-cyclopent-2-enone(430 mg, 2.79 mmol, dissolved in 1 mL of toluene) over 5 minutes. The reaction mixture is stirred at -20° C. to -12° C. for 2 hours and then allowed to warm to room temperature and is stirred for 30 minutes. The reaction mixture is then treated sequentially with sodium...